From a dataset of the Open Reaction Database (ORD), a public repository of structured organic reaction records. describe an organic reaction: reactants, conditions, products, and yield Starting materials: ClC=1C=C(C(=CC1Cl)C=O)C=O (4,5-Dichlorobenzene-1,2-dicarbaldehyde), C1(CCC(CC1)=O)=O (1,4-cyclohexanedione), [OH-].[K+] (potassium hydroxide). Run in C(C)O (ethanol). The product is ClC1=CC2=CC=3C(C4=CC5=CC(=C(C=C5C=C4C(C3C=C2C=C1Cl)=O)Cl)Cl)=O (2,3,9,10-tetrachloro-6,13-pentacenequinone). Reaction SMILES: [Cl:1][C:2]1[CH:3]=[C:4]([CH:11]=O)[C:5]([CH:9]=O)=[CH:6][C:7]=1[Cl:8].[C:13]1(=[O:20])[CH2:18][CH2:17][C:16](=[O:19])[CH2:15][CH2:14]1.[OH-].[K+]>C(O)C>[Cl:1][C:2]1[C:7]([Cl:8])=[CH:6][C:5]2[C:4](=[CH:11][C:18]3[C:13](=[O:20])[C:14]4[C:15]([C:16](=[O:19])[C:17]=3[CH:9]=2)=[CH:11][C:4]2[C:5](=[CH:6][C:7]([Cl:8])=[C:2]([Cl:1])[CH:3]=2)[CH:9]=4)[CH:3]=1 |f:2.3|. Procedure details: 4,5-Dichlorobenzene-1,2-dicarbaldehyde (2.0 g, 9.90 mmol) and 1,4-cyclohexanedione (0.62 g, 5.53 mmol) were stirred in 60 mL ethanol. To this was added dropwise with stirring, 10 mL of 5% aq potassium hydroxide. Upon addition of first drop, solution became black, brown, and then solids precipitate. Reaction mixture was stirred at RT for 1 h and refluxed for 2 h. Reaction mixture was cooled to RT, solids filtered, washed with water, dried to give 2,3,9,10-tetrachloro-6,13-pentacenequinone as brow...